Dataset: the Open Reaction Database (ORD), a public repository of structured organic reaction records. Task: describe an organic reaction: reactants, conditions, products, and yield RXN SMILES: [NH:1]1[C:10]2[CH2:9][CH2:8][CH2:7][CH2:6][C:5]=2[CH2:4][CH2:3][C:2]1=[O:11].O1CCOCC1>[Pd].C(O)C>[NH:1]1[C@@H:10]2[C@@H:5]([CH2:6][CH2:7][CH2:8][CH2:9]2)[CH2:4][CH2:3][C:2]1=[O:11]. Reagents/catalysts: [Pd] (palladium on carbon). Solvent: C(C)O (ethanol). Yield: 50.3%. Starting materials: N1C(CCC=2CCCCC12)=O (3,4,5,6,7,8-hexahydro-2(1H)-quinolinone), O1CCOCC1 (dioxane). Procedure: A suspension of 1 g of 3,4,5,6,7,8-hexahydro-2(1H)-quinolinone in 1:1 mixture of dioxane and ethanol was hydrogenated in presence of 250 mg of 10% palladium on carbon at 60 psi and room temperature for 4 hours. The catalyst was filtered on a bed of filter cell and washed with dioxane-ethanol mixture. The filtrate was concentrated to give a residue which was purified on silica gel using ethyl acetate as solvent to give 510 mg of the desired product containing about 10% trans-isomer. Recrystalliza... Yields the product N1C(CC[C@@H]2CCCC[C@H]12)=O (cis-Decahydro-2-quinolinone). Starting materials: COc1ccc(C2=NN(C3CCN(c4ccc([N+](=O)[O-])cc4)CC3)C(=O)C3CC=CCC23)cc1OC, O=c1ccc2ccc(CCl)cc2o1, O. The product is COc1ccc(C2=NN(C3CCN(Cc4ccc5ccc(=O)oc5c4)CC3)C(=O)C3CC=CCC23)cc1OC, Cl. Reaction SMILES: [CH3:14][O:15][c:16]1[cH:17][c:18]([C:24]2=[N:25][N:26]([CH:35]3[CH2:36][CH2:37][N:38]([c:41]4[cH:42][cH:43][c:44]([N+:45]([O-:46])=[O:47])[cH:48][cH:49]4)[CH2:39][CH2:40]3)[C:27](=[O:34])[CH:28]3[CH2:29][CH:30]=[CH:31][CH2:32][CH:33]23)[cH:19][cH:20][c:21]1[O:22][CH3:23].[Cl:1][CH2:2][c:3]1[cH:4][cH:5][c:6]2[cH:7][cH:8][c:9](=[O:13])[o:10][c:11]2[cH:12]1.[OH2:50]>>[CH2:2]([c:3]1[cH:4][cH:5][c:6]2[cH:7][cH:8][c:9](=[O:13])[o:10][c:11]2[cH:12]1)[N:38]1[CH2:37][CH2:36][CH:35]([N:26]2[N:25]=[C:24]([c:18]3[cH:17][c:16]([O:15][CH3:14])[c:21]([O:22][CH3:23])[cH:20][cH:19]3)[CH:33]3[CH:28]([C:27]2=[O:34])[CH2:29][CH:30]=[CH:31][CH2:32]3)[CH2:40][CH2:39]1.[ClH:1]. Reactants: N=1C=NC=CC1. The reagents and catalysts are O1B(OC(C)(C)C1(C)C)B2OC(C)(C)C(O2)(C)C, N=1C=C(C(=C2C=CC3=C(N=CC(=C3C)C)C12)C)C, C[OH2+].C[OH2+].C1CC=CCCC=C1.C1CC=CCCC=C1.[Ir].[Ir]. Run in O1CCCC1. Run at temperature 25 celsius, time 25 hour. The product is N=1C=NC=C(C1)B2OC(C)(C)C(O2)(C)C. Isolated yield 14.0%.